Dataset: the Open Reaction Database (ORD), a public repository of structured organic reaction records. Task: describe an organic reaction: reactants, conditions, products, and yield Reactants: CCOCC, CC(C)=O, N#CCC1CC(CC=O)OC2(CCCCC2)O1. The product is N#CCC1CC(CC(=O)O)OC2(CCCCC2)O1. Reaction SMILES: [CH3:18][CH2:19][O:20][CH2:21][CH3:22].[CH3:23][C:24](=[O:25])[CH3:26].[O:1]=[CH:2][CH2:3][CH:4]1[CH2:5][CH:6]([CH2:15][C:16]#[N:17])[O:7][C:8]2([O:9]1)[CH2:10][CH2:11][CH2:12][CH2:13][CH2:14]2>>[O:1]=[C:2]([CH2:3][CH:4]1[CH2:5][CH:6]([CH2:15][C:16]#[N:17])[O:7][C:8]2([O:9]1)[CH2:10][CH2:11][CH2:12][CH2:13][CH2:14]2)[OH:20]. Procedure: To a mixture of N-(4-{1-[4-(3,3-dimethyl-2-oxo-butoxy)-3-methyl-phenyl]-1-ethyl-propyl}-2-methyl-phenyl)-methanesulfonamide (230 mg, 0.5 mmol), triphenyl phosphine (197 mg, 0.75 mmol), MeOH (0.03 mL, 0.75 mmol), and THF (10 mL) is added diethylazodicarboxylate (0.12 mL, 0.75 mmol) and stirred overnight. The reaction is concentrated and chromatographed (0% to 25% EtOAc/Hex) to give the title compound (180 mg, 76%). Isolated yield 76.0%. Reaction conditions: time 8 hour. The product is CC(C(COC1=C(C=C(C=C1)C(CC)(CC)C1=CC(=C(C=C1)N(S(=O)(=O)C)C)C)C)=O)(C)C (N-(4-{1-[4-(3,3-Dimethyl-2-oxo-butoxy)-3-methyl-phenyl]-1-ethyl-propyl}-2-methyl-phenyl)-N-methyl-methanesulfonamide). RXN SMILES: [CH3:1][C:2]([CH3:32])([CH3:31])[C:3](=[O:30])[CH2:4][O:5][C:6]1[CH:11]=[CH:10][C:9]([C:12]([C:17]2[CH:22]=[CH:21][C:20]([NH:23][S:24]([CH3:27])(=[O:26])=[O:25])=[C:19]([CH3:28])[CH:18]=2)([CH2:15][CH3:16])[CH2:13][CH3:14])=[CH:8][C:7]=1[CH3:29].[C:33]1(P(C2C=CC=CC=2)C2C=CC=CC=2)C=CC=CC=1.CO.CCOC(/N=N/C(OCC)=O)=O>C1COCC1>[CH3:32][C:2]([CH3:1])([CH3:31])[C:3](=[O:30])[CH2:4][O:5][C:6]1[CH:11]=[CH:10][C:9]([C:12]([C:17]2[CH:22]=[CH:21][C:20]([N:23]([CH3:33])[S:24]([CH3:27])(=[O:26])=[O:25])=[C:19]([CH3:28])[CH:18]=2)([CH2:15][CH3:16])[CH2:13][CH3:14])=[CH:8][C:7]=1[CH3:29]. The reactants are CCOC(=O)/N=N/C(=O)OCC (diethylazodicarboxylate), CC(C(COC1=C(C=C(C=C1)C(CC)(CC)C1=CC(=C(C=C1)NS(=O)(=O)C)C)C)=O)(C)C (N-(4-{1-[4-(3,3-dimethyl-2-oxo-butoxy)-3-methyl-phenyl]-1-ethyl-propyl}-2-methyl-phenyl)-methanesulfonamide), C1(=CC=CC=C1)P(C1=CC=CC=C1)C1=CC=CC=C1 (triphenyl phosphine), CO (MeOH). The solvent is C1CCOC1 (THF). Starting materials: O1CCN(CC1)CCO\N=C\1/N[C@H](CC=2N=C(N=C(C21)C)N)C2=C(C=C(C=C2)F)Br ((R,Z)-2-amino-7-(2-bromo-4-fluorophenyl)-4-methyl-7,8-dihydropyrido[4,3-d]pyrimidin-5(6H)-one O-2-morpholinoethyl oxime), B1(OCCN(CCO1)C2=CC=CC=C2)C3=NC(=CC=C3)OC (6-methoxypyridine-2-boronic acid N-phenyldiethanolamine ester), C(=O)([O-])[O-].[Na+].[Na+] (Na2CO3). The reagents and catalysts are C1=CC=C(C=C1)P([C-]2C=CC=C2)C3=CC=CC=C3.C1=CC=C(C=C1)P([C-]2C=CC=C2)C3=CC=CC=C3.Cl[Pd]Cl.[Fe+2] (Pd(dppf)2Cl2). Solvent: CC(=O)N(C)C (DMA). Run at temperature 85 celsius. The product is O1CCN(CC1)CCO\N=C\1/N[C@H](CC=2N=C(N=C(C21)C)N)C2=C(C=C(C=C2)F)C2=NC(=CC=C2)OC ((R,Z)-2-amino-7-(4-fluoro-2-(6-methoxypyridin-2-yl)phenyl)-4-methyl-7,8-dihydropyrido[4,3-d]pyrimidin-5(6H)-one O-2-morpholinoethyl oxime). The yield is 61.9%. Reaction SMILES: [O:1]1[CH2:6][CH2:5][N:4]([CH2:7][CH2:8][O:9]/[N:10]=[C:11]2\[NH:12][C@@H:13]([C:23]3[CH:28]=[CH:27][C:26]([F:29])=[CH:25][C:24]=3Br)[CH2:14][C:15]3[N:16]=[C:17]([NH2:22])[N:18]=[C:19]([CH3:21])[C:20]\2=3)[CH2:3][CH2:2]1.B1([C:45]2[CH:50]=[CH:49][CH:48]=[C:47]([O:51][CH3:52])[N:46]=2)OCCN(C2C=CC=CC=2)CCO1.C([O-])([O-])=O.[Na+].[Na+]>CC(N(C)C)=O.C1C=CC(P(C2C=CC=CC=2)[C-]2C=CC=C2)=CC=1.C1C=CC(P(C2C=CC=CC=2)[C-]2C=CC=C2)=CC=1.Cl[Pd]Cl.[Fe+2]>[O:1]1[CH2:6][CH2:5][N:4]([CH2:7][CH2:8][O:9]/[N:10]=[C:11]2\[NH:12][C@@H:13]([C:23]3[CH:28]=[CH:27][C:26]([F:29])=[CH:25][C:24]=3[C:45]3[CH:50]=[CH:49][CH:48]=[C:47]([O:51][CH3:52])[N:46]=3)[CH2:14][C:15]3[N:16]=[C:17]([NH2:22])[N:18]=[C:19]([CH3:21])[C:20]\2=3)[CH2:3][CH2:2]1 |f:2.3.4,6.7.8.9|. Procedure details: To a solution of (R,Z)-2-amino-7-(2-bromo-4-fluorophenyl)-4-methyl-7,8-dihydropyrido[4,3-d]pyrimidin-5(6H)-one O-2-morpholinoethyl oxime (100 mg, 0.21 mmol) in DMA was added 6-methoxypyridine-2-boronic acid N-phenyldiethanolamine ester (250 mg, 0.84 mmol), Pd(dppf)2Cl2 (17 mg, 0.02 mmol), and 2N Na2CO3 (522 μL, 1.05 mmol). The resultant mixture was degassed with N2 for 5 min then heated in a sealed tube at 85° C. for 14 h. The reaction was allowed to cool to r.t. and filtered through a pad of Ce... The reactants are FC=1C=C(C=CC1)C1=NOC(=C1C(=O)O)C (3-(3-fluorophenyl)-5-methylisoxazol-4-carboxylic acid), Cl.C(C)N=C=NCCCN(C)C (1-ethyl-3-(dimethylaminopropyl)carbodiimide hydrochloride), COC=1C=C(C=CC1)N1CCNCC1 (1-(3-methoxyphenyl)piperazine). Solvent: ClCCl (dichloromethane). Product: FC=1C=C(C=CC1)C1=NOC(=C1C(=O)N1CCN(CC1)C1=CC(=CC=C1)OC)C ((3-(3-fluorophenyl)-5-methylisoxazol-4-yl)(4-(3-methoxyphenyl)piperazine-1-yl)methanone). Yield: 84.2%. RXN SMILES: [F:1][C:2]1[CH:3]=[C:4]([C:8]2[C:12]([C:13]([OH:15])=O)=[C:11]([CH3:16])[O:10][N:9]=2)[CH:5]=[CH:6][CH:7]=1.Cl.C(N=C=NCCCN(C)C)C.[CH3:29][O:30][C:31]1[CH:32]=[C:33]([N:37]2[CH2:42][CH2:41][NH:40][CH2:39][CH2:38]2)[CH:34]=[CH:35][CH:36]=1>ClCCl>[F:1][C:2]1[CH:3]=[C:4]([C:8]2[C:12]([C:13]([N:40]3[CH2:39][CH2:38][N:37]([C:33]4[CH:34]=[CH:35][CH:36]=[C:31]([O:30][CH3:29])[CH:32]=4)[CH2:42][CH2:41]3)=[O:15])=[C:11]([CH3:16])[O:10][N:9]=2)[CH:5]=[CH:6][CH:7]=1 |f:1.2|. Procedure details: In a similar manner as described in Example 1, by using dichloromethane (30 mL), 3-(3-fluorophenyl)-5-methylisoxazol-4-carboxylic acid (407 mg, 1.84 mmol), 1-ethyl-3-(dimethylaminopropyl)carbodiimide hydrochloride (388 mg, 2.02 mmol) and 1-(3-methoxyphenyl)piperazine (354 mg, 1.84 mmol), a white solid required compound (612 mg, 1.55 mmol, 84%) was obtained. Reactants: B, COc1cc2c(cc1OC)CN(CCC#N)CC2, C1CCOC1, ClCCl, Cl, [Na+], [OH-]. Yields the product COc1cc2c(cc1OC)CN(CCCN)CC2. RXN SMILES: [BH3:19].[C:1](#[N:2])[CH2:3][CH2:4][N:5]1[CH2:6][c:7]2[cH:8][c:9]([O:17][CH3:18])[c:10]([O:15][CH3:16])[cH:11][c:12]2[CH2:13][CH2:14]1.[CH2:23]1[O:24][CH2:25][CH2:26][CH2:27]1.[Cl:28][CH2:29][Cl:30].[ClH:20].[Na+:22].[OH-:21]>>[CH2:1]([NH2:2])[CH2:3][CH2:4][N:5]1[CH2:6][c:7]2[cH:8][c:9]([O:17][CH3:18])[c:10]([O:15][CH3:16])[cH:11][c:12]2[CH2:13][CH2:14]1. The reactants are O=C(Cl)c1ccccc1, CN(C)Cc1ccccc1, C#N, Cc1ccccc1C. Product: CN(C)Cc1ccccc1, Cl. Reaction SMILES: [C:1](=[O:2])([c:3]1[cH:4][cH:5][cH:6][cH:7][cH:8]1)[Cl:9].[CH3:12][N:13]([CH2:14][c:15]1[cH:16][cH:17][cH:18][cH:19][cH:20]1)[CH3:21].[CH:10]#[N:11].[c:22]1([CH3:23])[c:24]([CH3:25])[cH:26][cH:27][cH:28][cH:29]1>>[CH3:12][N:13]([CH2:14][c:15]1[cH:16][cH:17][cH:18][cH:19][cH:20]1)[CH3:21].[ClH:9].